This data is from the Open Reaction Database (ORD), a public repository of structured organic reaction records. The task is: describe an organic reaction: reactants, conditions, products, and yield Reactants: [N+](=O)([O-])C1=CC(=[N+](C=C1)[O-])C(F)(F)F (4-nitro-2-trifluoromethyl-pyridine 1-oxide). The reagents and catalysts are [Pd] (Pd—C). Run in CCO (EtOH). Conditions: time 3 hour. Yields the product FC(C1=NC=CC(=C1)N)(F)F (2-trifluoromethyl-pyridin-4-ylamine). Yield: 74.7%. Reaction SMILES: [N+:1]([C:4]1[CH:9]=[CH:8][N+:7]([O-])=[C:6]([C:11]([F:14])([F:13])[F:12])[CH:5]=1)([O-])=O>CCO.[Pd]>[F:14][C:11]([F:12])([F:13])[C:6]1[CH:5]=[C:4]([NH2:1])[CH:9]=[CH:8][N:7]=1. Reported procedure: To a stirred solution of 4-nitro-2-trifluoromethyl-pyridine 1-oxide (0.4 g, 1.90 mmol) in EtOH (15 mL) is added 10% Pd—C (0.04 g) under nitrogen atmosphere. Hydrogenation is performed in a Parr shaker at 30 psi for 3 h at room temperature. After completion of reaction it is filtered through diatomaceous earth and washed with EtOH. Filtrate is concentrated to give 2-trifluoromethyl-pyridin-4-ylamine as a thick liquid (0.23 g, 74%). The reactants are C=CCC(OCC(=C)C)C(=O)OCC, C1CCC(P(C2CCCCC2)C2CCCCC2)CC1, ClCCl. The product is CCOC(=O)C1CC=C(C)CO1. RXN SMILES: [CH2:1]([CH3:2])[O:3][C:4]([CH:5]([CH2:6][CH:7]=[CH2:8])[O:9][CH2:10][C:11](=[CH2:12])[CH3:13])=[O:14].[CH:15]1([P:16]([CH:17]2[CH2:18][CH2:19][CH2:20][CH2:21][CH2:22]2)[CH:23]2[CH2:24][CH2:25][CH2:26][CH2:27][CH2:28]2)[CH2:29][CH2:30][CH2:31][CH2:32][CH2:33]1.[Cl:34][CH2:35][Cl:36]>>[CH2:1]([CH3:2])[O:3][C:4]([CH:5]1[CH2:6][CH:13]=[C:11]([CH3:12])[CH2:10][O:9]1)=[O:14]. Starting materials: Cl.NO (hydroxylamine hydrochloride), CC=1NC(=CC1C1=NC(=CC=C1)C1=CC=C(C=C1)CC1N(CCCC1)CC1=CC=CC=C1)C (2-(2,5-dimethylpyrrolyl)-6-[4-(1-benzyl-piperidin-2-ylmethyl)-phenyl]-pyridine), Cl.NO (hydroxylamine hydrochloride), C(C)O (ethanol), Cl (hydrochloric acid). Run in O (water). Yields the product C(C1=CC=CC=C1)N1C(CCCC1)CC1=CC=C(C=C1)C1=CC=CC(=N1)N (6-[4-(1-Benzyl-piperidin-2-ylmethyl)-phenyl]-pyridin-2-ylamine). Reaction SMILES: CC1NC(C)=CC=1C1C=[CH:11][CH:10]=[C:9]([C:13]2[CH:18]=[CH:17][C:16]([CH2:19][CH:20]3[CH2:25][CH2:24][CH2:23][CH2:22][N:21]3[CH2:26][C:27]3[CH:32]=[CH:31][CH:30]=[CH:29][CH:28]=3)=[CH:15][CH:14]=2)[N:8]=1.Cl.[NH2:35]O.[CH2:37](O)[CH3:38].Cl>O>[CH2:26]([N:21]1[CH2:22][CH2:23][CH2:24][CH2:25][CH:20]1[CH2:19][C:16]1[CH:15]=[CH:14][C:13]([C:9]2[N:8]=[C:38]([NH2:35])[CH:37]=[CH:11][CH:10]=2)=[CH:18][CH:17]=1)[C:27]1[CH:28]=[CH:29][CH:30]=[CH:31][CH:32]=1 |f:1.2|. Procedure details: To a 100 mL round-bottomed flask equipped with condenser and N2 inlet were added 36 mg (0.0827 mmol) 2-(2,5-dimethylpyrrolyl)-6-[4-(1-benzyl-piperidin-2-ylmethyl)-phenyl]-pyridine, 29 mg (0.414 mmol) hydroxylamine hydrochloride, 4 mL ethanol and 1 mL water. The reaction was refluxed 84 h (additional hydroxylamine hydrochloride was used to complete the reaction), cooled, poured into dilute hydrochloric acid, and washed with ethyl acetate. The aqueous layer was adjusted to pH 10 with 6 N sodium hy...